This data is from the Open Reaction Database (ORD), a public repository of structured organic reaction records. The task is: describe an organic reaction: reactants, conditions, products, and yield Reactants: BrCC(=O)OC (methyl bromoacetate), BrC1=C(C=CC(=C1)C(F)(F)F)O (2-bromo-4-(trifluoromethyl)phenol). The product is BrC1=C(OCC(=O)OC)C=CC(=C1)C(F)(F)F (Methyl [2-bromo-4-(trifluoromethyl)phenoxy]acetate). RXN SMILES: Br[CH2:2][C:3]([O:5][CH3:6])=[O:4].[Br:7][C:8]1[CH:13]=[C:12]([C:14]([F:17])([F:16])[F:15])[CH:11]=[CH:10][C:9]=1[OH:18]>>[Br:7][C:8]1[CH:13]=[C:12]([C:14]([F:15])([F:16])[F:17])[CH:11]=[CH:10][C:9]=1[O:18][CH2:2][C:3]([O:5][CH3:6])=[O:4]. Procedure: The sub-title compound was prepared by the method of Example 2 step a) using methyl bromoacetate and 2-bromo-4-(trifluoromethyl)phenol. Starting materials: O[C@H]1CO[C@H]2[C@@H]1N(C[C@@H]2SC)C(=O)OCC2C1=CC=CC=C1C=1C=CC=CC21 ((3R,3aR,6S,6aS)(9H-fluoren-9-yl)methyl 3-hydroxy-6-(methylthio)tetrahydro-2H-furo[3,2-b]pyrrole-4(5H)-carboxylate), Cl (HCl), O[C@H]1CO[C@H]2[C@@H]1N(C[C@@H]2SC)C(=O)OC(C)(C)C ((3R,3aR,6S,6aS)-tert-butyl 3-hydroxy-6-(methylthio)tetrahydro-2H-furo[3,2-b]pyrrole-4(5H)carboxylate). The solvent is O1CCOCC1 (1,4-dioxane). Run at time 1 hour. Product: CS[C@@H]1[C@@H]2[C@H](NC1)[C@H](CO2)O ((3R,3aR,6S,6aS)-6-(methylthio)hexahydro-2H-furo[3,2-b]pyrrol-3-ol). RXN SMILES: [OH:1][C@@H:2]1[C@H:6]2[N:7](C(OCC3C4C=CC=CC=4C4C3=CC=CC=4)=O)[CH2:8][C@H:9]([S:10][CH3:11])[C@H:5]2[O:4][CH2:3]1.Cl.O[C@@H]1[C@H]2N(C(OC(C)(C)C)=O)C[C@H](SC)[C@H]2OC1>O1CCOCC1>[CH3:11][S:10][C@H:9]1[CH2:8][NH:7][C@@H:6]2[C@@H:2]([OH:1])[CH2:3][O:4][C@H:5]12. Procedure details: Preparation of (3R,3aR,6S,6aS)(9H-fluoren-9-yl)methyl 3-hydroxy-6-(methylthio)tetrahydro-2H-furo[3,2-b]pyrrole-4(5H)-carboxylate (55) A solution of HCl in 1,4-dioxane (4M, 5.5 mL) was added to thiomethylether (54) (152 mg, 0.55 mmol). The mixture stirred for 1 hour then the solvents removed in vacuo. The residue was azeotroped with CH3CN (5 mL) to obtain (3R,3aR,6S,6aS)-6-(methylthio)hexahydro-2H-furo[3,2-b]pyrrol-3-ol which was used without further purification. Starting materials: FC1=CC=C(C=C1)C1N(C(C1CCC(O)C1=CC=C(C=C1)F)=O)C1=CC=C(C(=N)NO)C=C1 (4-{2-(4-Fluorophenyl)-3-[3-(4-fluorophenyl)-3-hydroxypropyl]-4-oxoazetidin-1-yl}-N-hydroxybenzamidine), S(=O)(=O)([O-])[O-].[Mg+2] (magnesium sulfate). The reagents and catalysts are [Ni] (Raney nickel). Solvent: O1CCCC1 (tetrahydrofuran), N (ammonia). The product is FC1=CC=C(C=C1)C1N(C(C1CCC(O)C1=CC=C(C=C1)F)=O)C1=CC=C(C(=N)N)C=C1 (4-{2-(4-Fluorophenyl)-3-[3-(4-fluorophenyl)-3-hydroxypropyl]-4-oxoazetidin-1-yl}-benzamidine). As a reaction SMILES: [F:1][C:2]1[CH:7]=[CH:6][C:5]([CH:8]2[CH:11]([CH2:12][CH2:13][CH:14]([C:16]3[CH:21]=[CH:20][C:19]([F:22])=[CH:18][CH:17]=3)[OH:15])[C:10](=[O:23])[N:9]2[C:24]2[CH:33]=[CH:32][C:27]([C:28]([NH:30]O)=[NH:29])=[CH:26][CH:25]=2)=[CH:4][CH:3]=1.S([O-])([O-])(=O)=O.[Mg+2]>O1CCCC1.N.[Ni]>[F:1][C:2]1[CH:3]=[CH:4][C:5]([CH:8]2[CH:11]([CH2:12][CH2:13][CH:14]([C:16]3[CH:21]=[CH:20][C:19]([F:22])=[CH:18][CH:17]=3)[OH:15])[C:10](=[O:23])[N:9]2[C:24]2[CH:25]=[CH:26][C:27]([C:28]([NH2:30])=[NH:29])=[CH:32][CH:33]=2)=[CH:6][CH:7]=1 |f:1.2|. Reported procedure: 290 mg of 4-{2-(4-fluorophenyl)-3-[3-(4-fluorophenyl)-3-hydroxypropyl]-4-oxoazetidin-1-yl}-N-hydroxybenzamidine (12) were dissolved in 15 ml of tetrahydrofuran and, with 1.5 ml of conc. ammonia, hydrogenated over Raney nickel at 25° C. for 6.5 h. After addition of magnesium sulfate, the reaction solution was filtered. The filtrate was concentrated. This gave the product of molecular weight 435.48 (C25H23F2N3O2); MS (ESI): 436.18 (M+H+). Starting materials: CO, CC(C)NC(C)C, OCc1ccc2c(c1)C(c1ccccc1)CC(O)O2. Yields the product CC(C)N(CCC(c1ccccc1)c1cc(CO)ccc1O)C(C)C. Reaction SMILES: [CH3:27][OH:28].[CH:20]([CH3:21])([CH3:22])[NH:23][CH:24]([CH3:25])[CH3:26].[OH:1][CH2:2][c:3]1[cH:4][c:5]2[c:10]([cH:11][cH:12]1)[O:9][CH:8]([OH:13])[CH2:7][CH:6]2[c:14]1[cH:15][cH:16][cH:17][cH:18][cH:19]1>>[OH:1][CH2:2][c:3]1[cH:4][c:5]([CH:6]([CH2:7][CH2:8][N:23]([CH:20]([CH3:21])[CH3:22])[CH:24]([CH3:25])[CH3:26])[c:14]2[cH:15][cH:16][cH:17][cH:18][cH:19]2)[c:10]([OH:9])[cH:11][cH:12]1. The reactants are C(C)(=O)Cl (Acetyl chloride), ice, N=1C=NN2C1CN(CC2)C2CCC1(CCN(CC1)C(=O)OC(C)(C)C)CC2 (tert-butyl 9-(5,6-dihydro-[1,2,4]triazolo[1,5-a]pyrazin-7(8H)-yl)-3-azaspiro[5.5]undecane-3-carboxylate). Run in C(C)O (ethanol). Conditions: time 8 hour. Product: Cl.Cl.C1CNCCC12CCC(CC2)N2CC=1N(CC2)N=CN1 (7-(3-Azaspiro[5.5]undecan-9-yl)-5,6,7,8-tetrahydro-[1,2,4]triazolo[1,5-a]pyrazine dihydrochloride). Isolated yield 91.0%. As a reaction SMILES: C([Cl:4])(=O)C.[N:5]1[CH:6]=[N:7][N:8]2[CH2:13][CH2:12][N:11]([CH:14]3[CH2:31][CH2:30][C:17]4([CH2:22][CH2:21][N:20](C(OC(C)(C)C)=O)[CH2:19][CH2:18]4)[CH2:16][CH2:15]3)[CH2:10][C:9]=12>C(O)C>[ClH:4].[ClH:4].[CH2:18]1[C:17]2([CH2:30][CH2:31][CH:14]([N:11]3[CH2:12][CH2:13][N:8]4[N:7]=[CH:6][N:5]=[C:9]4[CH2:10]3)[CH2:15][CH2:16]2)[CH2:22][CH2:21][NH:20][CH2:19]1 |f:3.4.5|. Procedure details: Acetyl chloride (5 eq.) was added to an ice-cold solution of tert-butyl 9-(5,6-dihydro-[1,2,4]triazolo[1,5-a]pyrazin-7(8H)-yl)-3-azaspiro[5.5]undecane-3-carboxylate (0.666 mmol, 1 eq.) in ethanol (5 ml). The reaction mixture was stirred at room temperature for overnight. The white solid was filtered out, washed with diethyl ether and dried in vacuo. Yield: 91% The reactants are CN1[C@H]2CC[C@@H]1C(=CC2)C(=O)OC (anhydroecgonine methyl ester), CC=1C=C(C=CC1F)[Mg]Br (3-methyl-4-fluorophenyl magnesium bromide). Yields the product COC(=O)[C@@H]1[C@H]2CC[C@@H](C[C@@H]1C1=CC(=C(C=C1)F)C)N2C (3β-(3'-Methyl-4'-fluorophenyl)tropan-2β-carboxylic Acid Methyl Ester). Isolated yield 85.7%. As a reaction SMILES: [CH3:1][N:2]1[C@H:6]2[C:7]([C:10]([O:12][CH3:13])=[O:11])=[CH:8][CH2:9][C@@H:3]1[CH2:4][CH2:5]2.[CH3:14][C:15]1[CH:16]=[C:17]([Mg]Br)[CH:18]=[CH:19][C:20]=1[F:21]>>[CH3:13][O:12][C:10]([C@H:7]1[C@@H:8]([C:17]2[CH:18]=[CH:19][C:20]([F:21])=[C:15]([CH3:14])[CH:16]=2)[CH2:9][C@H:3]2[N:2]([CH3:1])[C@@H:6]1[CH2:5][CH2:4]2)=[O:11]. Reported procedure: The title compound was prepared by modification of a reported procedure used to prepare other similar compounds.refThus, using anhydroecgonine methyl ester (500 mg, 2.76 mmol) and 3-methyl-4-fluorophenyl magnesium bromide (prepared from 200 mg of magnesium metal and 1 mL of 3-methyl-4-fluoro-1-bromobenzene) yielded 234 mg (29%) of the title compound. The hydrochloride salt had mp 163°-165° C.; [α]D25 -103.8° (c 0.08, MeOH); 1H NMR of free base of 41 (250 MHz, CDCl3) δ1.67 (m, 3), 2.15 (m, 2), 2.... Reactants: TEA, ice water, CC1(CCC(CC1)CCO)C (2-(4,4-dimethylcyclohexyl)ethanol), C(Cl)Cl (DCM). Run in CS(=O)C (DMSO). Conditions: temperature 10 celsius, time 2 hour. The product is CC1(CCC(CC1)CC=O)C ((4,4-dimethylcyclohexyl)acetaldehyde). Yield: 109.3%. As a reaction SMILES: [CH3:1][C:2]1([CH3:11])[CH2:7][CH2:6][CH:5]([CH2:8][CH2:9][OH:10])[CH2:4][CH2:3]1.C(Cl)Cl>CS(C)=O>[CH3:1][C:2]1([CH3:11])[CH2:3][CH2:4][CH:5]([CH2:8][CH:9]=[O:10])[CH2:6][CH2:7]1. Procedure: Under an argon atmosphere, to a mixture of 2-(4,4-dimethylcyclohexyl)ethanol (25.3 g) and DCM (200 mL) were added DMSO (50 mL) and TEA (100 mL), and a sulfur trioxide-pyridine complex (77.7 g) was added in small divided portions while maintaining the inner temperature to 10° C. or lower under ice-cooling. After stirring at room temperature for 2 hours, to the reaction mixture was added ice water, followed by concentration under reduced pressure and then extraction with chloroform. The organic la... The reactants are Cl.C(#N)CNC(=O)[C@H]1NC[C@@H](C1)S(=O)(=O)C1=C(C=CC=C1)Cl ((2S,4R)-4-(2-chloro-benzenesulfonyl)-pyrrolidine-2-carboxylic acid cyanomethyl-amide hydrochloride), C1(CCCCC1)C(=O)O (cyclohexanecarboxylic acid), A1. RXN SMILES: Cl.[C:2]([CH2:4][NH:5][C:6]([C@@H:8]1[CH2:12][C@@H:11]([S:13]([C:16]2[CH:21]=[CH:20][CH:19]=[CH:18][C:17]=2[Cl:22])(=[O:15])=[O:14])[CH2:10][NH:9]1)=[O:7])#[N:3].[CH:23]1([C:29](O)=[O:30])[CH2:28][CH2:27][CH2:26][CH2:25][CH2:24]1>>[C:2]([CH2:4][NH:5][C:6]([C@@H:8]1[CH2:12][C@@H:11]([S:13]([C:16]2[CH:21]=[CH:20][CH:19]=[CH:18][C:17]=2[Cl:22])(=[O:14])=[O:15])[CH2:10][N:9]1[C:29]([CH:23]1[CH2:28][CH2:27][CH2:26][CH2:25][CH2:24]1)=[O:30])=[O:7])#[N:3] |f:0.1|. Product: C(#N)CNC(=O)[C@H]1N(C[C@@H](C1)S(=O)(=O)C1=C(C=CC=C1)Cl)C(=O)C1CCCCC1 ((2S,4R)-4-(2-chloro-benzenesulfonyl)-1-cyclohexanecarbonyl-pyrrolidine-2-carboxylic acid cyanomethyl-amide). Procedure details: (2S,4R)-4-(2-chloro-benzenesulfonyl)-pyrrolidine-2-carboxylic acid cyanomethyl-amide hydrochloride from experiment K1 was coupled with cyclohexanecarboxylic acid in analogy to experiment A1 to give (2S,4R)-4-(2-chloro-benzenesulfonyl)-1-cyclohexanecarbonyl-pyrrolidine-2-carboxylic acid cyanomethyl-amide as a colorless oil. MS: 438.1 [M+H]+. The reactants are N1N=CC=C1 (1H-pyrazole), C1(CCCCC1)/C=C/C=O ((E)-3-cyclohexylacrylaldehyde), FC(C=1C=C(C=C(C1)C(F)(F)F)C(C1NCCC1)(O[Si](C)(C)C)C1=CC(=CC(=C1)C(F)(F)F)C(F)(F)F)(F)F (2-(bis(3,5-bis(trifluoromethyl)phenyl)-(trimethylsilyloxy)methyl)pyrrolidine), [N+](=O)([O-])C1=CC=C(C(=O)O)C=C1 (4-nitrobenzoic acid). Solvent: C1(=CC=CC=C1)C (toluene). Conditions: time 3 day. Yields the product C1(CCCCC1)C(CC=O)N1N=CC=C1 (3-cyclohexyl-3-(1H-pyrazol-1-yl)propanal). Reaction SMILES: [CH:1]1(/[CH:7]=[CH:8]/[CH:9]=[O:10])[CH2:6][CH2:5][CH2:4][CH2:3][CH2:2]1.FC(F)(F)C1C=C(C(C2C=C(C(F)(F)F)C=C(C(F)(F)F)C=2)(O[Si](C)(C)C)C2CCCN2)C=C(C(F)(F)F)C=1.[N+](C1C=CC(C(O)=O)=CC=1)([O-])=O.[NH:62]1[CH:66]=[CH:65][CH:64]=[N:63]1>C1(C)C=CC=CC=1>[CH:1]1([CH:7]([N:62]2[CH:66]=[CH:65][CH:64]=[N:63]2)[CH2:8][CH:9]=[O:10])[CH2:6][CH2:5][CH2:4][CH2:3][CH2:2]1. Reported procedure: A solution of (E)-3-cyclohexylacrylaldehyde (4.94 g) (made according to Organic Letters (2011), 13(1), 70-73), 2-(bis(3,5-bis(trifluoromethyl)phenyl)-(trimethylsilyloxy)methyl)pyrrolidine (0.712 g) and 4-nitrobenzoic acid (0.124 mL) in toluene (60 mL) was stirred at room temperature for 10 minutes and 1H-pyrazole (1.622 g) was added. The reaction mixture was stirred for 3 days, and purified by flash chromotography (silica gel, 0-50% ethyl acetate/hexanes). Reactants: C1(=CC=CC=C1)C(CCOC(CC(=O)C)=O)C1=CC=CC=C1 (acetoacetic acid 3,3-diphenylpropyl ester), C(C)(=O)[O-].[NH4+] (ammonium acetate), C(C)(C)(C)OC(=O)N1CCN(CC1)C(C(=CC1=CC(=CC(=C1)Cl)Cl)C(C)=O)=O (4-[2-acetyl-3-(3,5-dichlorophenyl)-2-propenoyl] piperazine-1-carboxylic acid-t-butyl ester). The solvent is CC(C)O (2-propanol). Run at temperature 70 celsius, time 8 hour. Product: C(C)(C)(C)OC(=O)N1CCN(CC1)C(=O)C1=C(NC(=C(C1C1=CC(=CC(=C1)Cl)Cl)C(=O)OCCC(C1=CC=CC=C1)C1=CC=CC=C1)C)C (4-[4-(3,5-dichlorophenyl)-5-(3,3-diphenylpropoxycarbonyl)-2,6-dimethyl-1,4-dihydropyridine-3-carbonyl] piperazine-1-carboxylic acid-t-butyl ester). RXN SMILES: [C:1]1([CH:7]([C:17]2[CH:22]=[CH:21][CH:20]=[CH:19][CH:18]=2)[CH2:8][CH2:9][O:10][C:11](=[O:16])[CH2:12]C(C)=O)[CH:6]=[CH:5][CH:4]=[CH:3][CH:2]=1.[C:23]([O-])(=O)[CH3:24].[NH4+:27].[C:28]([O:32][C:33]([N:35]1[CH2:40][CH2:39][N:38]([C:41](=[O:55])[C:42]([C:52](=O)[CH3:53])=[CH:43][C:44]2[CH:49]=[C:48]([Cl:50])[CH:47]=[C:46]([Cl:51])[CH:45]=2)[CH2:37][CH2:36]1)=[O:34])([CH3:31])([CH3:30])[CH3:29]>CC(O)C>[C:28]([O:32][C:33]([N:35]1[CH2:36][CH2:37][N:38]([C:41]([C:42]2[CH:43]([C:44]3[CH:49]=[C:48]([Cl:50])[CH:47]=[C:46]([Cl:51])[CH:45]=3)[C:12]([C:11]([O:10][CH2:9][CH2:8][CH:7]([C:1]3[CH:6]=[CH:5][CH:4]=[CH:3][CH:2]=3)[C:17]3[CH:22]=[CH:21][CH:20]=[CH:19][CH:18]=3)=[O:16])=[C:23]([CH3:24])[NH:27][C:52]=2[CH3:53])=[O:55])[CH2:39][CH2:40]1)=[O:34])([CH3:31])([CH3:29])[CH3:30] |f:1.2|. Reported procedure: 355 mg (1.20 mmol) of acetoacetic acid 3,3-diphenylpropyl ester and 277 mg (3.59 mmol) of ammonium acetate were stirred in 15 ml of 2-propanol at 55° C. overnight. After evaporating 2-propanol under reduced pressure, ethyl acetate was added and the reaction mixture was washed with saturated aqueous sodium chloride solution. The organic layer was dried over anhydrous magnesium sulfate and then concentrated under reduced pressure. The obtained substance was dissolved in 15 ml of 2-propanol. 513 mg...